This data is from the Open Reaction Database (ORD), a public repository of structured organic reaction records. The task is: describe an organic reaction: reactants, conditions, products, and yield The reactants are [Br-], CON(C)C(=O)C1CCN(C(C)=O)CC1, C[Mg+], C1CCOC1. The product is CC(=O)C1CCN(C(C)=O)CC1. RXN SMILES: [Br-:16].[C:1]([CH3:2])(=[O:3])[N:4]1[CH2:5][CH2:6][CH:7]([C:10](=[O:11])[N:12]([O:13][CH3:14])[CH3:15])[CH2:8][CH2:9]1.[CH3:17][Mg+:18].[O:19]1[CH2:20][CH2:21][CH2:22][CH2:23]1>>[C:1]([CH3:2])(=[O:3])[N:4]1[CH2:5][CH2:6][CH:7]([C:10](=[O:11])[CH3:17])[CH2:8][CH2:9]1. Reactants: Cl.COC(C(CC)N)=O (2-aminobutyric acid methyl ester hydrochloride), ClC=1C=C(C(=O)O)C=CC1 (3-chlorobenzoic acid), ClC1=CC=C(C=C1)C1(CCNCC1)O (4-(4-chlorophenyl)-4-hydroxypiperidine), Cl.C(C)OC(C(N)C)=O (DL-alanine ethyl ester hydrochloride), ClC1=CC=C(C(=O)O)C=C1 (4-chlorobenzoic acid), Cl.ClC1=CC=C(C=C1)C1CCNCC1 (4-(4-chlorophenyl)piperidine hydrochloride). Yields the product ClC1=CC=C(C(=O)NC(C(=O)N2CC=C(CC2)C2=CC=C(C=C2)Cl)CC)C=C1 (4-Chloro-N-(1-(4-(4-chlorophenyl)-5,6-dihydropyridin-1(2H)-yl)-1-oxobutan-2-yl)benzamide). RXN SMILES: Cl.CO[C:4](=[O:9])[CH:5]([NH2:8])[CH2:6][CH3:7].Cl.C(OC(=O)C(C)N)C.[Cl:19][C:20]1[CH:28]=[CH:27][C:23]([C:24]([OH:26])=O)=[CH:22][CH:21]=1.ClC1C=C(C=CC=1)C(O)=O.[Cl:39][C:40]1[CH:45]=[CH:44][C:43]([C:46]2(O)[CH2:51][CH2:50][NH:49][CH2:48][CH2:47]2)=[CH:42][CH:41]=1.Cl.ClC1C=CC(C2CCNCC2)=CC=1>>[Cl:19][C:20]1[CH:21]=[CH:22][C:23]([C:24]([NH:8][CH:5]([CH2:6][CH3:7])[C:4]([N:49]2[CH2:50][CH2:51][C:46]([C:43]3[CH:42]=[CH:41][C:40]([Cl:39])=[CH:45][CH:44]=3)=[CH:47][CH2:48]2)=[O:9])=[O:26])=[CH:27][CH:28]=1 |f:0.1,2.3,7.8|. Reported procedure: Example 224 was prepared in a similar manner as described for the preparation of Example 221 with the exceptions that 2-aminobutyric acid methyl ester hydrochloride was substituted for DL-alanine ethyl ester hydrochloride in Step 1, 4-chlorobenzoic acid was substituted for 3-chlorobenzoic acid in Step 2, and 4-(4-chlorophenyl)-4-hydroxypiperidine was substituted for 4-(4-chlorophenyl)piperidine hydrochloride in Step 4. Example 224 was provided by elimination during Step 5. MS found: (M+H)+=417. Reactants: Cl(=O)[O-].[Na+] (sodium chlorite), O.P(=O)(O)(O)[O-].[Na+] (sodium dihydrogenphosphate monohydrate), OC1=C(C=O)C(=CC=C1C(F)(F)F)C (2-hydroxy-6-methyl-3-(trifluoromethyl)benzaldehyde), CC(C)=CC (2-methyl-2-butene), Cl (hydrochloric acid), S(=S)(=O)([O-])[O-].[Na+].[Na+] (sodium thiosulfate). The solvent is C(C)(C)(C)O (tert-butyl alcohol), O1CCOCC1 (1,4-dioxane). Conditions: time 1 hour. The product is OC1=C(C(=O)O)C(=CC=C1C(F)(F)F)C (2-hydroxy-6-methyl-3-(trifluoromethyl)benzoic acid), compound. The yield is 84.0%. Reaction SMILES: Cl([O-])=O.[Na+].O.P([O-])(O)(O)=O.[Na+].[OH:12][C:13]1[C:20]([C:21]([F:24])([F:23])[F:22])=[CH:19][CH:18]=[C:17]([CH3:25])[C:14]=1[CH:15]=[O:16].CC(=CC)C.S([O-])([O-])(=[O:33])=S.[Na+].[Na+].Cl>C(O)(C)(C)C.O1CCOCC1>[OH:12][C:13]1[C:20]([C:21]([F:22])([F:23])[F:24])=[CH:19][CH:18]=[C:17]([CH3:25])[C:14]=1[C:15]([OH:33])=[O:16] |f:0.1,2.3.4,7.8.9|. Procedure: After an aqueous solution (40 ml) of sodium chlorite (6.0 g, 66.3 mmol) and sodium dihydrogenphosphate monohydrate (6.0 g, 43.5 mmol) was added dropwise to a solution of 2-hydroxy-6-methyl-3-(trifluoromethyl)benzaldehyde (4.65 g, 22.8 mmol) obtained in Example (28-2) in a mixture of tert-butyl alcohol (90 ml), 1,4-dioxane (30 ml) and 2-methyl-2-butene (30 ml), the mixture was stirred at room temperature for 1 hour. After the reaction mixture was cooled with ice and a 5% aqueous sodium thiosulfat... Reactants: BrC1=C2CC(NC2=CC=C1)C (4-bromo-2-methyl-2,3-dihydro-1H-indole), Cl.CN(CCCN=C=NCC)C (N-[3-(dimethylamino)propyl]-N′-ethylcarbodiimide hydrochloride), FC1=C(N=C(NC1=O)CC(=O)[O-])N1CCOCC1.[Na+] (sodium (5-fluoro-4-morpholin-4-yl-6-oxo-1,6-dihydropyrimidin-2-yl)acetate), O (water). The solvent is CN(C=O)C (N,N-dimethylformamide), N1=CC=CC=C1 (pyridine). Run at time 72 hour. The product is BrC1=C2CC(N(C2=CC=C1)C(CC1=NC(=C(C(N1)=O)F)N1CCOCC1)=O)C (2-{2-[4-bromo-2-methyl-2,3-dihydro-1H-indol-1-yl]-2-oxoethyl}-5-fluoro-6-(morpholin-4-yl)pyrimidin-4(3H)-one). The yield is 51.1%. RXN SMILES: [Br:1][C:2]1[CH:10]=[CH:9][CH:8]=[C:7]2[C:3]=1[CH2:4][CH:5]([CH3:11])[NH:6]2.Cl.CN(C)CCCN=C=NCC.[F:24][C:25]1[C:30](=[O:31])[NH:29][C:28]([CH2:32][C:33]([O-])=[O:34])=[N:27][C:26]=1[N:36]1[CH2:41][CH2:40][O:39][CH2:38][CH2:37]1.[Na+].O>CN(C)C=O.N1C=CC=CC=1>[Br:1][C:2]1[CH:10]=[CH:9][CH:8]=[C:7]2[C:3]=1[CH2:4][CH:5]([CH3:11])[N:6]2[C:33](=[O:34])[CH2:32][C:28]1[NH:29][C:30](=[O:31])[C:25]([F:24])=[C:26]([N:36]2[CH2:41][CH2:40][O:39][CH2:38][CH2:37]2)[N:27]=1 |f:1.2,3.4|. Procedure details: 150 mg of 4-bromo-2-methyl-2,3-dihydro-1H-indole [reference example 4a] and 197 mg of N-[3-(dimethylamino)propyl]-N′-ethylcarbodiimide hydrochloride are added to a solution of 217 mg of sodium (5-fluoro-4-morpholin-4-yl-6-oxo-1,6-dihydropyrimidin-2-yl)acetate (obtained in step 2a of example 6a) in 7 ml of N,N-dimethylformamide and 7 ml of pyridine. The reaction mixture is stirred at ambient temperature for 72 hours, then 50 ml of water are added and the mixture is extracted with ethyl acetate. T... The reactants are [H-].[Na+] (Sodium hydride), oil, N1C=CC2=CC(=CC=C12)/C=C/C1=CC=NC=C1 ((E)-4-(indol-5-yl)ethenylpyridine), C(=C)C1=CC=NC=C1 (4-vinylpyridine), BrC=1C=C2C=CNC2=CC1 (5-bromoindole), CI (methyl iodide). Solvent: CN(C=O)C (dimethylformamide), O (water). Run at time 1.5 hour. The product is CN1C=CC2=CC(=CC=C12)/C=C/C1=CC=NC=C1 ((E)-4-(1-Methylindol-5-yl)ethenylpyridine), solid. RXN SMILES: [H-].[Na+].[NH:3]1[C:11]2[C:6](=[CH:7][C:8](/[CH:12]=[CH:13]/[C:14]3[CH:19]=[CH:18][N:17]=[CH:16][CH:15]=3)=[CH:9][CH:10]=2)[CH:5]=[CH:4]1.[CH:20](C1C=CN=CC=1)=C.BrC1C=C2C(=CC=1)NC=C2.CI>CN(C)C=O.O>[CH3:20][N:3]1[C:11]2[C:6](=[CH:7][C:8](/[CH:12]=[CH:13]/[C:14]3[CH:19]=[CH:18][N:17]=[CH:16][CH:15]=3)=[CH:9][CH:10]=2)[CH:5]=[CH:4]1 |f:0.1|. Reported procedure: Sodium hydride, 60% dispersion in oil (0.57 g, 14 mmol) was added portionwise to a suspension of (E)-4-(indol-5-yl)ethenylpyridine (2.82 g, 12.8 mmol) [prepared from 4-vinylpyridine and 5-bromoindole by an analogous procedure to Example 16] in dimethylformamide (100 ml). The mixture was stirred at room temperature, under nitrogen, for 1.5 h to give a red solution which was then cooled to 0° C. and treated dropwise with methyl iodide (0.88 ml, 14 mmol). The reaction mixture was stirred at 0° C. u... Starting materials: [BH4-], CSc1nc(C)c(C(=O)NCCCc2ccccc2)c(-c2ccc(Cl)c(Cl)c2)n1, ClCCl, Cl, [Na+], [Na+], [Na+], O=C(OO)c1cccc(Cl)c1, O=S([O-])[O-]. The product is Cc1ncnc(-c2ccc(Cl)c(Cl)c2)c1C(=O)NCCCc1ccccc1. RXN SMILES: [BH4-:47].[Cl:1][c:2]1[cH:3][c:4](-[c:9]2[n:10][c:11]([S:28][CH3:29])[n:12][c:13]([CH3:27])[c:14]2[C:15](=[O:16])[NH:17][CH2:18][CH2:19][CH2:20][c:21]2[cH:22][cH:23][cH:24][cH:25][cH:26]2)[cH:5][cH:6][c:7]1[Cl:8].[Cl:50][CH2:51][Cl:52].[ClH:49].[Na+:45].[Na+:46].[Na+:48].[OH:30][O:31][C:32]([c:33]1[cH:34][c:35]([Cl:36])[cH:37][cH:38][cH:39]1)=[O:40].[S:41]([O-:42])([O-:43])=[O:44]>>[Cl:1][c:2]1[cH:3][c:4](-[c:9]2[n:10][cH:11][n:12][c:13]([CH3:27])[c:14]2[C:15](=[O:16])[NH:17][CH2:18][CH2:19][CH2:20][c:21]2[cH:22][cH:23][cH:24][cH:25][cH:26]2)[cH:5][cH:6][c:7]1[Cl:8]. Reactants: C(C)C(COC(\C(=C/C(=O)[O-])\CC(C(C(F)(F)F)(F)F)(F)F)=O)CCCC (Mono(2-ethylhexyl)mono(2,2,3,3,4,4,4-heptafluorobutyl)maleate), S(=O)(O)[O-].[Na+] (sodium hydrogensulfite), O.C(C)O (water ethanol). Solvent: C(C)(=O)OCC (ethyl acetate). The product is C(C)C(COC(C(CC(=O)[O-])(S(=O)(=O)O)CC(C(C(F)(F)F)(F)F)(F)F)=O)CCCC.[Na+] (Sodium Mono(2-ethylhexyl)mono(2,2,3,3,4,4,4-heptafluorobutyl)sulfosuccinate). Isolated yield 31.7%. Reaction SMILES: [CH2:1]([CH:3]([CH2:24][CH2:25][CH2:26][CH3:27])[CH2:4][O:5][C:6](=[O:23])/[C:7](/[CH2:12][C:13]([F:22])([F:21])[C:14]([F:20])([F:19])[C:15]([F:18])([F:17])[F:16])=[CH:8]\[C:9]([O-:11])=[O:10])[CH3:2].[S:28]([O-:31])([OH:30])=[O:29].[Na+:32].O.C(O)C>C(OCC)(=O)C>[CH2:1]([CH:3]([CH2:24][CH2:25][CH2:26][CH3:27])[CH2:4][O:5][C:6](=[O:23])[C:7]([CH2:12][C:13]([F:21])([F:22])[C:14]([F:19])([F:20])[C:15]([F:17])([F:18])[F:16])([S:28]([OH:31])(=[O:30])=[O:29])[CH2:8][C:9]([O-:11])=[O:10])[CH3:2].[Na+:32] |f:1.2,3.4,6.7|. Reported procedure: Mono(2-ethylhexyl)mono(2,2,3,3,4,4,4-heptafluorobutyl)maleate (80.3 g, 0.196 mol), sodium hydrogensulfite (20.4 g, 0.196 mol) and water/ethanol (80 mL, 1:1 (v/v)) were mixed and refluxed for 10 hours with heating. Then, the reaction mixture was added with ethyl acetate (1000 mL), and the organic phase was washed with saturated sodium chloride aqueous solution. Thereafter, the organic layer was collected, and the organic solvent was evaporated under reduced pressure. The residue was purified by s... Starting materials: O=C([O-])[O-], Cc1c(O)cc(C(C)(C)C)cc1[N+](=O)[O-], CN(C)C=O, ClCc1ccccc1, [K+], [K+]. The product is Cc1c(OCc2ccccc2)cc(C(C)(C)C)cc1[N+](=O)[O-]. As a reaction SMILES: [C:24](=[O:25])([O-:26])[O-:27].[CH3:1][c:2]1[c:3]([OH:15])[cH:4][c:5]([C:11]([CH3:12])([CH3:13])[CH3:14])[cH:6][c:7]1[N+:8](=[O:9])[O-:10].[CH3:30][N:31]([CH3:32])[CH:33]=[O:34].[Cl:16][CH2:17][c:18]1[cH:19][cH:20][cH:21][cH:22][cH:23]1.[K+:28].[K+:29]>>[CH3:1][c:2]1[c:3]([O:15][CH2:17][c:18]2[cH:19][cH:20][cH:21][cH:22][cH:23]2)[cH:4][c:5]([C:11]([CH3:12])([CH3:13])[CH3:14])[cH:6][c:7]1[N+:8](=[O:9])[O-:10]. Starting materials: CN1N=C(C=C1OS(=O)(=O)C(C(C(C(F)(F)F)(F)F)(F)F)(F)F)Br (1-methyl-3-bromo-5-(nonafluorobutanesulfonyloxy)pyrazole), FC(C1=CC=C(C=C1)B(O)O)(F)F (4-trifluoromethylbenzeneboronic acid), C([O-])([O-])=O.[Na+].[Na+] (sodium carbonate), Cl (hydrochloric acid). Reagents/catalysts: [Pd].C1(=CC=CC=C1)P(C1=CC=CC=C1)C1=CC=CC=C1.C1(=CC=CC=C1)P(C1=CC=CC=C1)C1=CC=CC=C1.C1(=CC=CC=C1)P(C1=CC=CC=C1)C1=CC=CC=C1.C1(=CC=CC=C1)P(C1=CC=CC=C1)C1=CC=CC=C1 (tetrakis(triphenylphosphine) palladium (0)). The solvent is CN(C=O)C (N,N-dimethylformamide). Product: CN1N=C(C=C1C1=CC=C(C=C1)C(F)(F)F)Br (1-methyl-3-bromo-5-(4-trifluoromethylphenyl)pyrazole). The yield is 56.2%. RXN SMILES: [CH3:1][N:2]1[C:6](OS(C(F)(F)C(F)(F)C(F)(F)C(F)(F)F)(=O)=O)=[CH:5][C:4]([Br:24])=[N:3]1.[F:25][C:26]([F:37])([F:36])[C:27]1[CH:32]=[CH:31][C:30](B(O)O)=[CH:29][CH:28]=1.C(=O)([O-])[O-].[Na+].[Na+].Cl>CN(C)C=O.[Pd].C1(P(C2C=CC=CC=2)C2C=CC=CC=2)C=CC=CC=1.C1(P(C2C=CC=CC=2)C2C=CC=CC=2)C=CC=CC=1.C1(P(C2C=CC=CC=2)C2C=CC=CC=2)C=CC=CC=1.C1(P(C2C=CC=CC=2)C2C=CC=CC=2)C=CC=CC=1>[CH3:1][N:2]1[C:6]([C:30]2[CH:31]=[CH:32][C:27]([C:26]([F:37])([F:36])[F:25])=[CH:28][CH:29]=2)=[CH:5][C:4]([Br:24])=[N:3]1 |f:2.3.4,7.8.9.10.11|. Procedure: A solution of 1-methyl-3-bromo-5-(nonafluorobutanesulfonyloxy)pyrazole from Example 69 Step 2 (0.16 g, 0.35 mmol), 4-trifluoromethylbenzeneboronic acid (0.07 g, 0.36 mmol), tetrakis(triphenylphosphine) palladium (0) (0.04 g, 10 mol %), sodium carbonate (0.04 g, 0.38 mmol) in dry N,N-dimethylformamide (2 mL) was stirred under nitrogen at 40° C. for 18 hours. The cooled reaction mixture was poured into 1M hydrochloric acid (10 ml) and extracted with diethyl ether (2×10 mL). The combined organic la... Product: C=CCNC(=S)Cc1ccccn1. As a reaction SMILES: [CH2:1]([CH:2]=[CH2:3])[NH2:4].[CH3:16][CH2:17][OH:18].[OH2:15].[n:5]1[c:6]([CH2:11][C:12](=[S:13])[NH2:14])[cH:7][cH:8][cH:9][cH:10]1>>[CH2:1]([CH:2]=[CH2:3])[NH:4][C:12]([CH2:11][c:6]1[n:5][cH:10][cH:9][cH:8][cH:7]1)=[S:13]. The reactants are C=CCN, CCO, O, NC(=S)Cc1ccccn1.